Task: describe an organic reaction: reactants, conditions, products, and yield. Dataset: the Open Reaction Database (ORD), a public repository of structured organic reaction records The reactants are NC=1C(=NC=C(C1)Cl)C(=O)OCC (Ethyl 3-amino-5-chloropicolinate), C(C)(=O)OC(C)=O (acetic anhydride). Solvent: O1CCOCC1 (1,4-dioxane). Reaction conditions: temperature 50 celsius, time 24 hour. Yields the product C(C)(=O)NC=1C(=NC=C(C1)Cl)C(=O)OCC (Ethyl 3-acetamido-5-chloropicolinate). Yield: 83.0%. Reaction SMILES: [NH2:1][C:2]1[C:3]([C:9]([O:11][CH2:12][CH3:13])=[O:10])=[N:4][CH:5]=[C:6]([Cl:8])[CH:7]=1.[C:14](OC(=O)C)(=[O:16])[CH3:15]>O1CCOCC1>[C:14]([NH:1][C:2]1[C:3]([C:9]([O:11][CH2:12][CH3:13])=[O:10])=[N:4][CH:5]=[C:6]([Cl:8])[CH:7]=1)(=[O:16])[CH3:15]. Procedure details: To a solution of ethyl 3-amino-5-chloropicolinate (107) (2.0 g, 10 mmol) in 10 mL of 1,4-dioxane was added 4 mL of acetic anhydride. The resulting solution was allowed to stir at 50° C. for 24 hr. Solvent was evaporated and water (10 mL) was added to the residue. The mixture was neutralized by saturated sodium bicarbonate solution to pH=7. A pale yellow solid was collected by filtration and dried in vacuo, giving 2.0 g (83%) of the product. mp 98°-100° C. 1H NMR (CDCl3): δ1.476 (t, J=7.2 Hz, 3H)... The reactants are [OH-].[K+] (Potassium hydroxide), II (iodine), FC(C1=CC=C2C=NNC2=C1)(F)F (6-(trifluoromethyl)-1H-indazole), S(=S)(=O)([O-])[O-].[Na+].[Na+] (sodium thiosulfate). Run in CN(C=O)C (N,N-dimethylformamide). Reaction conditions: time 3 hour. The product is FC(C1=CC=C2C(=NNC2=C1)I)(F)F (6-Trifluoromethyl-3-iodo-1H-indazole). Isolated yield 83.3%. As a reaction SMILES: [OH-].[K+].[I:3]I.[F:5][C:6]([F:17])([F:16])[C:7]1[CH:15]=[C:14]2[C:10]([CH:11]=[N:12][NH:13]2)=[CH:9][CH:8]=1.S([O-])([O-])(=O)=S.[Na+].[Na+]>CN(C)C=O>[F:17][C:6]([F:5])([F:16])[C:7]1[CH:15]=[C:14]2[C:10]([C:11]([I:3])=[N:12][NH:13]2)=[CH:9][CH:8]=1 |f:0.1,4.5.6|. Procedure details: Potassium hydroxide (73 mg, manufactured by Wako Pure Chemical Industries, Ltd.) and iodine (330 mg, manufactured by Kanto Chemical Co., Inc.) were added to a solution of 6-(trifluoromethyl)-1H-indazole (121 mg) synthesized according to the literature (Shoji, et al., Tetrahedron Lett., 2004, 45, 1769-1772) in N,N-dimethylformamide (6.5 mL, manufactured by Kanto Chemical Co., Inc.), and the mixture was stirred for 3 hours at room temperature. An aqueous solution of sodium thiosulfate (20 mL) was ... Reactants: CCO, [NH4+], c1ccc(OCC2CO2)cc1, [OH-]. Yields the product NCC(O)COc1ccccc1. RXN SMILES: [CH3:14][CH2:15][OH:16].[NH4+:12].[O:1]([c:2]1[cH:3][cH:4][cH:5][cH:6][cH:7]1)[CH2:8][CH:9]1[CH2:10][O:11]1.[OH-:13]>>[O:1]([c:2]1[cH:3][cH:4][cH:5][cH:6][cH:7]1)[CH2:8][CH:9]([CH2:10][NH2:12])[OH:11]. The reactants are NC1=CC(=NC=C1)C (4-amino-2-methylpyridine), ClC(Cl)(OC(OC(Cl)(Cl)Cl)=O)Cl (triphosgene), NC=1C(=C(CN2CCN(CC2)C(=O)OC(C)(C)C)C=CC1)F (tert-butyl 4-(3-amino-2-fluorobenzyl)piperazine-1-carboxylate), CCN(C(C)C)C(C)C (DIPEA). Run in C1CCOC1 (THF), C1CCOC1 (THF), CCOC(=O)C (EtOAc). Conditions: temperature 0 celsius, time 15 minute. The product is FC1=C(CN2CCN(CC2)C(=O)OC(C)(C)C)C=CC=C1NC(=O)NC1=CC(=NC=C1)C (tert-butyl 4-(2-fluoro-3-(3-(2-methylpyridin-4-yl)ureido)benzyl)piperazine-1-carboxylate). Isolated yield 43.0%. RXN SMILES: ClC(Cl)(O[C:5](=[O:11])OC(Cl)(Cl)Cl)Cl.[NH2:13][C:14]1[C:15]([F:34])=[C:16]([CH:31]=[CH:32][CH:33]=1)[CH2:17][N:18]1[CH2:23][CH2:22][N:21]([C:24]([O:26][C:27]([CH3:30])([CH3:29])[CH3:28])=[O:25])[CH2:20][CH2:19]1.CCN(C(C)C)C(C)C.[NH2:44][C:45]1[CH:50]=[CH:49][N:48]=[C:47]([CH3:51])[CH:46]=1>C1COCC1.CCOC(C)=O>[F:34][C:15]1[C:14]([NH:13][C:5]([NH:44][C:45]2[CH:50]=[CH:49][N:48]=[C:47]([CH3:51])[CH:46]=2)=[O:11])=[CH:33][CH:32]=[CH:31][C:16]=1[CH2:17][N:18]1[CH2:19][CH2:20][N:21]([C:24]([O:26][C:27]([CH3:30])([CH3:29])[CH3:28])=[O:25])[CH2:22][CH2:23]1. Reported procedure: To a 0° C. solution of triphosgene (959 mg, 3.24 mmol, 0.35 equiv) in THF (45 mL) was slowly added via cannula a solution of tert-butyl 4-(3-amino-2-fluorobenzyl)piperazine-1-carboxylate (2.86 g, 9.25 mmol, 1.0 equiv) and DIPEA (3.2 mL, 18.5 mmol, 2.0 equiv) in THF (25 mL) over approximately 20 minutes. The solution was stirred for an additional 15 min at 0° C., and 4-amino-2-methylpyridine was then added. After stirring at room temperature for 72 h, the reaction was diluted with EtOAc, washed w... Reactants: FC=1C(=C(C2=C(C=CO2)C1)Br)Cl (5-fluoro-6-chloro-7-bromobenzofuran), C[C@@H]1NCCNC1 (2(S)-methylpiperazine). Product: Cl.FC=1C(=C(C2=C(C=CO2)C1)N1C[C@@H](NCC1)C)Cl (1-(5-fluoro-6-chlorobenzofur-7-yl)-3(S)-methylpiperazine Hydrochloride). RXN SMILES: [F:1][C:2]1[C:3]([Cl:12])=[C:4](Br)[C:5]2[O:9][CH:8]=[CH:7][C:6]=2[CH:10]=1.[CH3:13][C@H:14]1[CH2:19][NH:18][CH2:17][CH2:16][NH:15]1>>[ClH:12].[F:1][C:2]1[C:3]([Cl:12])=[C:4]([N:18]2[CH2:17][CH2:16][NH:15][C@@H:14]([CH3:13])[CH2:19]2)[C:5]2[O:9][CH:8]=[CH:7][C:6]=2[CH:10]=1 |f:2.3|. Reported procedure: Beginning with 0.27 gm (1.11 mMol) 5-fluoro-6-chloro-7-bromobenzofuran and 0.11 gm (1.11 mMol) 2(S)-methylpiperazine, the title compound was prepared essentially as described in GENERAL PROCEDURE IV. Starting materials: FC1=C(C=C(C=C1)B(O)O)C1=NC=C(C=C1F)F (4-fluoro-3-(3,5-difluoropyridin-2-yl)phenylboronic acid), BrC1=CN=C2N1N=CC(=N2)C(C)(C)F (7-bromo-3-(1-fluoro-1-methylethyl)imidazo[1,2-b][1,2,4]triazine), P(=O)([O-])([O-])[O-].[K+].[K+].[K+] (potassium phosphate). The reagents and catalysts are C1=CC=C(C=C1)[PH+](C2=CC=CC=C2)[C]3[CH][CH][CH][CH]3.C1=CC=C(C=C1)[PH+](C2=CC=CC=C2)[C]3[CH][CH][CH][CH]3.C(Cl)Cl.Cl[Pd]Cl.[Fe] (dichloro[1,1′-bis(diphenylphosphino)ferrocene]palladium(II) dichloromethane adduct). Run in CN(C=O)C (N,N-dimethylformamide). Conditions: temperature 80 celsius, time 24 hour. Yields the product FC=1C(=NC=C(C1)F)C=1C=C(C=CC1F)C1=CN=C2N1N=CC(=N2)C(C)(C)F (7-[3-(3,5-Difluoropyridin-2-yl)-4-fluorophenyl]-3-(1-fluoro-1-methylethyl)-imidazo[1,2-b][1,2,4]triazine). As a reaction SMILES: [F:1][C:2]1[CH:7]=[CH:6][C:5](B(O)O)=[CH:4][C:3]=1[C:11]1[C:16]([F:17])=[CH:15][C:14]([F:18])=[CH:13][N:12]=1.Br[C:20]1[N:24]2[N:25]=[CH:26][C:27]([C:29]([F:32])([CH3:31])[CH3:30])=[N:28][C:23]2=[N:22][CH:21]=1.P([O-])([O-])([O-])=O.[K+].[K+].[K+]>C1C=CC([PH+]([C]2[CH][CH][CH][CH]2)C2C=CC=CC=2)=CC=1.C1C=CC([PH+]([C]2[CH][CH][CH][CH]2)C2C=CC=CC=2)=CC=1.C(Cl)Cl.Cl[Pd]Cl.[Fe].CN(C)C=O>[F:17][C:16]1[C:11]([C:3]2[CH:4]=[C:5]([C:20]3[N:24]4[N:25]=[CH:26][C:27]([C:29]([F:32])([CH3:30])[CH3:31])=[N:28][C:23]4=[N:22][CH:21]=3)[CH:6]=[CH:7][C:2]=2[F:1])=[N:12][CH:13]=[C:14]([F:18])[CH:15]=1 |f:2.3.4.5,6.7.8.9.10,^1:45,46,47,48,49,63,64,65,66,67|. Procedure: To 4-fluoro-3-(3,5-difluoropyridin-2-yl)phenylboronic acid (0.08 g) and 7-bromo-3-(1-fluoro-1-methylethyl)imidazo[1,2-b][1,2,4]triazine (0.06 g, 0.23 mmol) was added dry potassium phosphate (0.3 g), dichloro[1,1′-bis(diphenylphosphino)ferrocene]palladium(II) dichloromethane adduct (0.04 g) and dry N,N-dimethylformamide (3 ml). The mixture was degassed, then stirred for 24 h at 80° C. under an atmosphere of dry nitrogen. The reaction was cooled to ambient temperature, and the solvent was stripped...